This data is from the Open Reaction Database (ORD), a public repository of structured organic reaction records. The task is: describe an organic reaction: reactants, conditions, products, and yield Starting materials: CC(C)O, COc1cc2nccc(Cl)c2cc1OC, Cl, Cc1cc(F)c(N)cc1O. Product: Cl, COc1cc2nccc(Nc3cc(O)c(C)cc3F)c2cc1OC. Reaction SMILES: [CH:27]([OH:28])([CH3:29])[CH3:30].[Cl:2][c:3]1[cH:4][cH:5][n:6][c:7]2[cH:8][c:9]([O:15][CH3:16])[c:10]([O:13][CH3:14])[cH:11][c:12]12.[ClH:1].[F:17][c:18]1[c:19]([NH2:20])[cH:21][c:22]([OH:26])[c:23]([CH3:25])[cH:24]1>>[ClH:2].[c:3]1([NH:20][c:19]2[c:18]([F:17])[cH:24][c:23]([CH3:25])[c:22]([OH:26])[cH:21]2)[cH:4][cH:5][n:6][c:7]2[cH:8][c:9]([O:15][CH3:16])[c:10]([O:13][CH3:14])[cH:11][c:12]12. Starting materials: COC(=O)c1cccc(-n2c(=O)c(CBr)nc3cccnc32)c1, O=C([O-])O, Cc1ncc[nH]1, CN(C)C=O, [Na+]. Product: COC(=O)c1cccc(-n2c(=O)c(Cn3ccnc3C)nc3cccnc32)c1. RXN SMILES: [Br:1][CH2:2][c:3]1[n:4][c:5]2[c:6]([n:7](-[c:10]3[cH:11][c:12]([C:16](=[O:17])[O:18][CH3:19])[cH:13][cH:14][cH:15]3)[c:8]1=[O:9])[n:20][cH:21][cH:22][cH:23]2.[C:30](=[O:31])([OH:32])[O-:33].[CH3:24][c:25]1[nH:26][cH:27][cH:28][n:29]1.[CH3:35][N:36]([CH3:37])[CH:38]=[O:39].[Na+:34]>>[CH2:2]([c:3]1[n:4][c:5]2[c:6]([n:7](-[c:10]3[cH:11][c:12]([C:16](=[O:17])[O:18][CH3:19])[cH:13][cH:14][cH:15]3)[c:8]1=[O:9])[n:20][cH:21][cH:22][cH:23]2)[n:26]1[c:25]([CH3:24])[n:29][cH:28][cH:27]1. Starting materials: N#CN.[Na] (monosodium cyanamide), ClC=1C=C(C=CC1Cl)N=C=S (3,4-dichlorophenylisothiocyanate). Run in C(C)O (ethanol). Run at time 1 hour. Product: C(#N)NC(=S)NC1=CC(=C(C=C1)Cl)Cl (N-Cyano-N'-(3,4-dichlorophenyl)thiourea). Isolated yield 82.9%. RXN SMILES: [N:1]#[C:2][NH2:3].[Na].[Cl:5][C:6]1[CH:7]=[C:8]([N:13]=[C:14]=[S:15])[CH:9]=[CH:10][C:11]=1[Cl:12]>C(O)C>[C:2]([NH:3][C:14]([NH:13][C:8]1[CH:9]=[CH:10][C:11]([Cl:12])=[C:6]([Cl:5])[CH:7]=1)=[S:15])#[N:1] |f:0.1,^1:3|. Procedure details: The suspension of monosodium cyanamide (1.6 g, 24.5 mmol) in absolute ethanol (50 mL) was slowly treated with 3,4-dichlorophenylisothiocyanate (5.0 g, 24.5 mmol). The reaction was allowed to stir at room temperature for 1 hour and then heated at 75° C. for 4 hours. The reaction was cooled to room temperature and the colorless solid was filtered and washed with ethanol to give the title A compound (5.0 g) as a colorless solid. Starting materials: C(C)(C)(C)C1=CC=C(OCC(=O)NC=2NC(C=3N=CN([C@H]4C[C@H](O)[C@@H](CO)O4)C3N2)=O)C=C1 (N2-((4-tertbutylphenoxy)acetyl)-2′-deoxyguanosine), [Cl-].[N+](=O)([O-])C1=C(C=CC=C1)C(COC(=O)N1C=[N+](C=C1)C)C (N3-[2-(2-nitrophenyl)propoxycarbonyl]-N-methyl imidazolium chloride). Run in ClCCl (dichloromethane), ClCCl (dichloromethane). Yields the product C(C)(C)(C)C1=CC=C(OCC(=O)NC=2NC(C=3N=CN([C@H]4C[C@H](OC(=O)OCC(C)C5=C(C=CC=C5)[N+](=O)[O-])[C@@H](CO)O4)C3N2)=O)C=C1 (N2-((4-tertbutylphenoxy)acetyl)-3′-O-[2-(2-nitrophenyl)propoxycarbonyl]-2′-deoxyguanosine). Isolated yield 80.7%. Reaction SMILES: [C:1]([C:5]1[CH:33]=[CH:32][C:8]([O:9][CH2:10][C:11]([NH:13][C:14]2[NH:15][C:16](=[O:31])[C:17]3[N:18]=[CH:19][N:20]([C:29]=3[N:30]=2)[C@@H:21]2[O:28][C@H:25]([CH2:26][OH:27])[C@@H:23]([OH:24])[CH2:22]2)=[O:12])=[CH:7][CH:6]=1)([CH3:4])([CH3:3])[CH3:2].[Cl-].[N+:35]([C:38]1[CH:43]=[CH:42][CH:41]=[CH:40][C:39]=1[CH:44]([CH3:55])[CH2:45][O:46][C:47](N1C=C[N+](C)=C1)=[O:48])([O-:37])=[O:36]>ClCCl>[C:1]([C:5]1[CH:6]=[CH:7][C:8]([O:9][CH2:10][C:11]([NH:13][C:14]2[NH:15][C:16](=[O:31])[C:17]3[N:18]=[CH:19][N:20]([C:29]=3[N:30]=2)[C@@H:21]2[O:28][C@H:25]([CH2:26][OH:27])[C@@H:23]([O:24][C:47]([O:46][CH2:45][CH:44]([C:39]3[CH:40]=[CH:41][CH:42]=[CH:43][C:38]=3[N+:35]([O-:37])=[O:36])[CH3:55])=[O:48])[CH2:22]2)=[O:12])=[CH:32][CH:33]=1)([CH3:4])([CH3:2])[CH3:3] |f:1.2|. Reported procedure: As described for 11 with N2-((4-tertbutylphenoxy)acetyl)-2′-deoxyguanosine (6) (5 g, 6.58 mmol) in 50 ml dichloromethane and 2 (2.57 g, 7.9 mmol) in 50 ml dichloromethane. Purification via flash chromatography (0-10% methanol in toluene/ethyl acetate (1:1) yielded 3.53 g (81%) of the title compound. Starting materials: example 1 ( b ), C(C(C)C)OC1=C(C(=O)O)C=C(C=C1)S(=O)(=O)C (2-Isobutoxy-5-methanesulfonyl-benzoic acid), Cl.CS(=O)(=O)C1=CN=C(S1)N1CCNCC1 (1-(5-methanesulfonyl-thiazol-2-yl)-piperazine hydrochloride). Product: C(C(C)C)OC1=C(C=C(C=C1)S(=O)(=O)C)C(=O)N1CCN(CC1)C=1SC(=CN1)S(=O)(=O)C ((2-Isobutoxy-5-methanesulfonyl-phenyl)-[4-(5-methanesulfonyl-thiazol-2-yl)-piperazin-1-yl]-methanone). The yield is 40.0%. RXN SMILES: [CH2:1]([O:5][C:6]1[CH:14]=[CH:13][C:12]([S:15]([CH3:18])(=[O:17])=[O:16])=[CH:11][C:7]=1[C:8]([OH:10])=O)[CH:2]([CH3:4])[CH3:3].Cl.[CH3:20][S:21]([C:24]1[S:28][C:27]([N:29]2[CH2:34][CH2:33][NH:32][CH2:31][CH2:30]2)=[N:26][CH:25]=1)(=[O:23])=[O:22]>>[CH2:1]([O:5][C:6]1[CH:14]=[CH:13][C:12]([S:15]([CH3:18])(=[O:17])=[O:16])=[CH:11][C:7]=1[C:8]([N:32]1[CH2:33][CH2:34][N:29]([C:27]2[S:28][C:24]([S:21]([CH3:20])(=[O:23])=[O:22])=[CH:25][N:26]=2)[CH2:30][CH2:31]1)=[O:10])[CH:2]([CH3:3])[CH3:4] |f:1.2|. Reported procedure: Prepared in analogy to example 1 (b) from 2-isobutoxy-5-methanesulfonyl-benzoic acid (Example A8) and 1-(5-methanesulfonyl-thiazol-2-yl)-piperazine hydrochloride (Example 21(c)). The crude material was purified by chromatography (SiO2, ethyl acetate/heptane) followed by trituration in ether to yield the title compound as a white crystalline solid (yield 40%). MS (m/e): 502.0 (M+H+, 100%). The reactants are CC(CC)O (2-Butanol), [H-].[Na+] (sodium hydride), ClC1=NC(=CC=C1C=CC(=O)O)C(F)(F)F (3-(2-chloro-6-trifluoromethyl-pyridin-3-yl)-acrylic acid). Run in CCOC(=O)C (EtOAc), CN(C)C=O (DMF). Conditions: time 10 minute. Product: C(C)(CC)OC1=NC(=CC=C1C=CC(=O)O)C(F)(F)F (3-(2-sec-Butoxy-6-trifluoromethyl-pyridin-3-yl)-acrylic acid). Yield: 67.6%. As a reaction SMILES: [CH3:1][CH:2]([OH:5])[CH2:3][CH3:4].[H-].[Na+].Cl[C:9]1[C:14]([CH:15]=[CH:16][C:17]([OH:19])=[O:18])=[CH:13][CH:12]=[C:11]([C:20]([F:23])([F:22])[F:21])[N:10]=1>CN(C=O)C.CCOC(C)=O>[CH:2]([O:5][C:9]1[C:14]([CH:15]=[CH:16][C:17]([OH:19])=[O:18])=[CH:13][CH:12]=[C:11]([C:20]([F:21])([F:23])[F:22])[N:10]=1)([CH2:3][CH3:4])[CH3:1] |f:1.2|. Reported procedure: 2-Butanol (70.1 mg, 0.945 mmol) and sodium hydride (70 mg, 1.8 mmol) were added in DMF. The reaction mixture was stirred for 10 mins and then 3-(2-chloro-6-trifluoromethyl-pyridin-3-yl)-acrylic acid (67 mg, 0.266 mmol) was added into the reaction mixture. The reaction mixture was diluted with EtOAc, and washed with water and brine. The organic layer was dried over anhydrous MgSO4 and concentrated under reduced pressure. The resulting residue was purified by column chromatography (Hex/EtOAc=1/1) ... The reactants are FC(C=1C=C(CCC2=NN(C(N2CC2=CC=CC=C2)=O)CC2=C(C=CC=C2)N)C=C(C1)C(F)(F)F)(F)F (3-(3,5-Bis(trifluoromethyl)phenethyl)-4-benzyl-1-(2-aminobenzyl)-5-oxo-1,2,4-triazole), C1(=CC=CC=C1)S(=O)(=O)Cl (benzenesulfonyl chloride). The product is FC(C=1C=C(CCC2=NN(C(N2CC2=CC=CC=C2)=O)CC2=C(C=CC=C2)NS(=O)(=O)C2=CC=CC=C2)C=C(C1)C(F)(F)F)(F)F (3-(3,5-Bis(trifluoromethyl)phenethyl)-4-benzyl-1-(2-(benzenesulfonamido)benzyl)-5-oxo-1,2,4-triazole), solid. Isolated yield 70.0%. RXN SMILES: [F:1][C:2]([F:37])([F:36])[C:3]1[CH:4]=[C:5]([CH:29]=[C:30]([C:32]([F:35])([F:34])[F:33])[CH:31]=1)[CH2:6][CH2:7][C:8]1[N:12]([CH2:13][C:14]2[CH:19]=[CH:18][CH:17]=[CH:16][CH:15]=2)[C:11](=[O:20])[N:10]([CH2:21][C:22]2[CH:27]=[CH:26][CH:25]=[CH:24][C:23]=2[NH2:28])[N:9]=1.[C:38]1([S:44](Cl)(=[O:46])=[O:45])[CH:43]=[CH:42][CH:41]=[CH:40][CH:39]=1>>[F:37][C:2]([F:1])([F:36])[C:3]1[CH:4]=[C:5]([CH:29]=[C:30]([C:32]([F:33])([F:35])[F:34])[CH:31]=1)[CH2:6][CH2:7][C:8]1[N:12]([CH2:13][C:14]2[CH:15]=[CH:16][CH:17]=[CH:18][CH:19]=2)[C:11](=[O:20])[N:10]([CH2:21][C:22]2[CH:27]=[CH:26][CH:25]=[CH:24][C:23]=2[NH:28][S:44]([C:38]2[CH:43]=[CH:42][CH:41]=[CH:40][CH:39]=2)(=[O:46])=[O:45])[N:9]=1. Reported procedure: Prepared by the method analogous to that described for Example 12 using the compound of Example 3 and benzenesulfonyl chloride. The title compound was isolated as a white solid (70%).